describe an organic reaction: reactants, conditions, products, and yield From a dataset of the Open Reaction Database (ORD), a public repository of structured organic reaction records. Reactants: CC(=O)O, Cc1ccccc1C1CC(=O)CC(=O)C1, CN(C)c1ccccn1, CN(C)C=O, C(=NC1CCCCC1)=NC1CCCCC1. Product: CC(O)=C1C(=O)CC(c2ccccc2C)CC1=O. As a reaction SMILES: [CH3:16][C:17]([OH:18])=[O:19].[CH3:1][c:2]1[c:3]([CH:8]2[CH2:9][C:10](=[O:15])[CH2:11][C:12](=[O:14])[CH2:13]2)[cH:4][cH:5][cH:6][cH:7]1.[CH3:20][N:21]([c:22]1[cH:23][cH:24][cH:25][cH:26][n:27]1)[CH3:28].[CH3:44][N:45]([CH3:46])[CH:47]=[O:48].[CH:29]1([N:30]=[C:31]=[N:32][CH:33]2[CH2:34][CH2:35][CH2:36][CH2:37][CH2:38]2)[CH2:39][CH2:40][CH2:41][CH2:42][CH2:43]1>>[CH3:1][c:2]1[c:3]([CH:8]2[CH2:9][C:10](=[O:15])[C:11](=[C:17]([CH3:16])[OH:18])[C:12](=[O:14])[CH2:13]2)[cH:4][cH:5][cH:6][cH:7]1. The reactants are ClC1=CC(N(C(N1C1=C(C=C(C=C1)I)F)=O)C1CC1)=O (6-chloro-3-cyclopropyl-1-(2-fluoro-4-iodophenyl)-1H-pyrimidine-2,4-dione), ClC1=CC(N(C(N1C1=C(C=C(C=C1)I)F)=O)C1CC1)=O (6-chloro-3-cyclopropyl-1-(2-fluoro-4-iodophenyl)-1H-pyrimidine-2,4-dione), CN (methylamine). The solvent is CO (methanol), CO (methanol). Product: C1(CC1)N1C(N(C(=CC1=O)NC)C1=C(C=C(C=C1)I)F)=O (3-cyclopropyl-1-(2-fluoro-4-iodophenyl)-6-methylamino-1H-pyrimidine-2,4-dione). Reaction SMILES: Cl[C:2]1[N:7]([C:8]2[CH:13]=[CH:12][C:11]([I:14])=[CH:10][C:9]=2[F:15])[C:6](=[O:16])[N:5]([CH:17]2[CH2:19][CH2:18]2)[C:4](=[O:20])[CH:3]=1.[CH3:21][NH2:22]>CO>[CH:17]1([N:5]2[C:4](=[O:20])[CH:3]=[C:2]([NH:22][CH3:21])[N:7]([C:8]3[CH:13]=[CH:12][C:11]([I:14])=[CH:10][C:9]=3[F:15])[C:6]2=[O:16])[CH2:19][CH2:18]1. Reported procedure: To a 1:2 mixture (62.9 g) of 6-chloro-3-cyclopropyl-1-(2-fluoro-4-iodophenyl)-1H-pyrimidine-2,4-dione 50 and 6-chloro-1-cyclopropyl-3-(2-fluoro-4-iodophenyl)-1H-pyrimidine-2,4-dione 51 obtained in Step 3 were added methanol (189 ml) and a solution (126 ml) of 40% methylamine in methanol, and the mixture was stirred at room temperature for 2 hrs. The precipitated crystals were filtered off and the filtrate was concentrated under reduced pressure. The residue was extracted with chloroform (200 ml)... Starting materials: C(C)(C)(C)OC(=O)N1CCC(CC1)OC1=NN(C(=C1C(C1=CC=CC=C1)=O)N)C1=C(C=CC(=C1)C(NC1CC1)=O)C (4-[5-amino-4-benzoyl-1-(5-cyclopropylcarbamoyl-2-methyl-phenyl)-1H-pyrazol-3-yloxy]-piperidine-1-carboxylic acid tert-butyl ester), FC(C(=O)O)(F)F (trifluoroacetic acid). Solvent: ClCCl (dichloromethane). Run at time 3 hour. Product: FC(C(=O)O)(F)F.NC1=C(C(=NN1C=1C=C(C(=O)NC2CC2)C=CC1C)OC1CCNCC1)C(C1=CC=CC=C1)=O (3-[5-amino-4-benzoyl-3-(piperidin-4-yloxy)-pyrazol-1-yl]-N-cyclopropyl-4-methyl-benzamide, trifluoroacetate salt). Yield: 59.0%. RXN SMILES: C(OC([N:8]1[CH2:13][CH2:12][CH:11]([O:14][C:15]2[C:19]([C:20](=[O:27])[C:21]3[CH:26]=[CH:25][CH:24]=[CH:23][CH:22]=3)=[C:18]([NH2:28])[N:17]([C:29]3[CH:34]=[C:33]([C:35](=[O:40])[NH:36][CH:37]4[CH2:39][CH2:38]4)[CH:32]=[CH:31][C:30]=3[CH3:41])[N:16]=2)[CH2:10][CH2:9]1)=O)(C)(C)C.[F:42][C:43]([F:48])([F:47])[C:44]([OH:46])=[O:45]>ClCCl>[F:42][C:43]([F:48])([F:47])[C:44]([OH:46])=[O:45].[NH2:28][C:18]1[N:17]([C:29]2[CH:34]=[C:33]([CH:32]=[CH:31][C:30]=2[CH3:41])[C:35]([NH:36][CH:37]2[CH2:38][CH2:39]2)=[O:40])[N:16]=[C:15]([O:14][CH:11]2[CH2:12][CH2:13][NH:8][CH2:9][CH2:10]2)[C:19]=1[C:20](=[O:27])[C:21]1[CH:22]=[CH:23][CH:24]=[CH:25][CH:26]=1 |f:3.4|. Reported procedure: To a solution of 4-[5-amino-4-benzoyl-1-(5-cyclopropylcarbamoyl-2-methyl-phenyl)-1H-pyrazol-3-yloxy]-piperidine-1-carboxylic acid tert-butyl ester 8 (5.0 mg, 0.0089 mmol) in dichloromethane (2.0 ml) was added trifluoroacetic acid (0.5 ml). The mixture was stirred at room temperature for 3 h. Volatiles were removed in vacuo and the residue was washed with ether and a small amount of EtOAc to give the desired 3-[5-amino-4-benzoyl-3-(piperidin-4-yloxy)-pyrazol-1-yl]-N-cyclopropyl-4-methyl-benzamide... Reactants: C1CCOC1, Cc1cc(Oc2ccnc(N)c2)ccc1[N+](=O)[O-], COCC(=O)Cl, CO, CCN(C(C)C)C(C)C, N. Yields the product COCC(=O)Nc1cc(Oc2ccc([N+](=O)[O-])c(C)c2)ccn1. As a reaction SMILES: [CH2:35]1[O:36][CH2:37][CH2:38][CH2:39]1.[CH3:1][c:2]1[cH:3][c:4]([O:5][c:6]2[cH:7][c:8]([NH2:12])[n:9][cH:10][cH:11]2)[cH:13][cH:14][c:15]1[N+:16](=[O:17])[O-:18].[CH3:28][O:29][CH2:30][C:31](=[O:32])[Cl:33].[CH3:40][OH:41].[CH:19]([N:20]([CH2:21][CH3:22])[CH:23]([CH3:24])[CH3:25])([CH3:26])[CH3:27].[NH3:34]>>[CH3:1][c:2]1[cH:3][c:4]([O:5][c:6]2[cH:7][c:8]([NH:12][C:31]([CH2:30][O:29][CH3:28])=[O:32])[n:9][cH:10][cH:11]2)[cH:13][cH:14][c:15]1[N+:16](=[O:17])[O-:18]. Starting materials: C1(CCC(=O)O1)=O (Succinic anhydride), NCCC1=CNC2=CC=CC=C12 (tryptamine), C(C)(=O)[O-].[K+] (potassium acetate). The solvent is C(C)(=O)O (acetic acid). Reaction conditions: time 8 hour. Product: N1C=C(C2=CC=CC=C12)CCN1C(CCC1=O)=O (1-(2-(1H-Indol-3-yl)ethyl)pyrrolidine-2,5-dione). RXN SMILES: [C:1]1(=[O:7])O[C:4](=[O:5])[CH2:3][CH2:2]1.[NH2:8][CH2:9][CH2:10][C:11]1[C:19]2[C:14](=[CH:15][CH:16]=[CH:17][CH:18]=2)[NH:13][CH:12]=1.C([O-])(=O)C.[K+]>C(O)(=O)C>[NH:13]1[C:14]2[C:19](=[CH:18][CH:17]=[CH:16][CH:15]=2)[C:11]([CH2:10][CH2:9][N:8]2[C:4](=[O:5])[CH2:3][CH2:2][C:1]2=[O:7])=[CH:12]1 |f:2.3|. Reported procedure: Succinic anhydride (2.27 g, 22.7 mmol) was added in portions to a hot solution of tryptamine (3.30 g, 20.6 mmol) and potassium acetate (2.23 g, 22.7 mmol) in acetic acid (10 ml). The reaction solution was heated at the boiling point for 3 h and subsequently stirred at RT overnight and the precipitate which had precipitated out was filtered off and washed with acetic acid and EtOH. Yield: 3.00 g (Ind-61, 60%) Starting materials: [BH4-], Cc1ccccc1, O=Cc1cccc(Cl)c1, Nc1cncc(Cl)n1, [Na+]. Product: Clc1cccc(CNc2cncc(Cl)n2)c1. As a reaction SMILES: [BH4-:18].[CH3:20][c:21]1[cH:22][cH:23][cH:24][cH:25][cH:26]1.[Cl:9][c:10]1[cH:11][c:12]([CH:13]=[O:14])[cH:15][cH:16][cH:17]1.[NH2:1][c:2]1[n:3][c:4]([Cl:8])[cH:5][n:6][cH:7]1.[Na+:19]>>[NH:1]([c:2]1[n:3][c:4]([Cl:8])[cH:5][n:6][cH:7]1)[CH2:13][c:12]1[cH:11][c:10]([Cl:9])[cH:17][cH:16][cH:15]1.